This data is from the Open Reaction Database (ORD), a public repository of structured organic reaction records. The task is: describe an organic reaction: reactants, conditions, products, and yield Reactants: COc1ccc(N2C(=O)N(c3ccccc3)c3nc(Cl)ncc3C2C)cc1, Nc1ccccc1. The product is COc1ccc(N2C(=O)N(c3ccccc3)c3nc(Nc4ccccc4)ncc3C2C)cc1. Reaction SMILES: [Cl:1][c:2]1[n:3][cH:4][c:5]2[c:6]([n:7]1)[N:8]([c:22]1[cH:23][cH:24][cH:25][cH:26][cH:27]1)[C:9](=[O:21])[N:10]([c:13]1[cH:14][cH:15][c:16]([O:19][CH3:20])[cH:17][cH:18]1)[CH:11]2[CH3:12].[NH2:28][c:29]1[cH:30][cH:31][cH:32][cH:33][cH:34]1>>[c:2]1([NH:28][c:29]2[cH:30][cH:31][cH:32][cH:33][cH:34]2)[n:3][cH:4][c:5]2[c:6]([n:7]1)[N:8]([c:22]1[cH:23][cH:24][cH:25][cH:26][cH:27]1)[C:9](=[O:21])[N:10]([c:13]1[cH:14][cH:15][c:16]([O:19][CH3:20])[cH:17][cH:18]1)[CH:11]2[CH3:12]. Reactants: Nc1nc(OCC2CCCO2)nc2c1nc(Br)n2C1CCCCO1, C[O-], CO, [Na+]. Product: COc1nc2c(N)nc(OCC3CCCO3)nc2n1C1CCCCO1. RXN SMILES: [Br:1][c:2]1[n:3]([CH:19]2[O:20][CH2:21][CH2:22][CH2:23][CH2:24]2)[c:4]2[n:5][c:6]([O:12][CH2:13][CH:14]3[O:15][CH2:16][CH2:17][CH2:18]3)[n:7][c:8]([NH2:11])[c:9]2[n:10]1.[CH3:25][O-:26].[CH3:28][OH:29].[Na+:27]>>[c:2]1([O:26][CH3:25])[n:3]([CH:19]2[O:20][CH2:21][CH2:22][CH2:23][CH2:24]2)[c:4]2[n:5][c:6]([O:12][CH2:13][CH:14]3[O:15][CH2:16][CH2:17][CH2:18]3)[n:7][c:8]([NH2:11])[c:9]2[n:10]1. Reactants: Cl.NN1CCOCC2=C1C=CC=C2 (1-amino-1,2,3,5-tetrahydro4,1-benzoxazepine hydrochloride), C1N2C3=C(COC1)C=CC=C3C3=C2CCNC3 (1,2,8,9,10,11-hexahydro-4H-pyrido[3',4':4,5]pyrrolo[3,2,1-jk][4,1]benzoxazepine). Product: Cl.C1N2C3=C(COC1)C=CC=C3C3=C2CCNC3 (1,2,8,9,10,11-hexahydro-4H-pyrido[3',4':4,5]pyrrolo[3,2,1-jk][4,1]benzoxazepine hydrochloride). RXN SMILES: [ClH:1].NN1C2C=CC=CC=2COCC1.[CH2:14]1[CH2:20][O:19][CH2:18][C:17]2[CH:21]=[CH:22][CH:23]=[C:24]3[C:25]4[CH2:30][NH:29][CH2:28][CH2:27][C:26]=4[N:15]1[C:16]=23>>[ClH:1].[CH2:14]1[CH2:20][O:19][CH2:18][C:17]2[CH:21]=[CH:22][CH:23]=[C:24]3[C:25]4[CH2:30][NH:29][CH2:28][CH2:27][C:26]=4[N:15]1[C:16]=23 |f:0.1,3.4|. Procedure: 1,2,3,5-Tetrahydro-4,1-benzoxazepine, prepared according to E. Testa and L. Fontanella, Fr. Pat. No. 1,405,271, is converted to the corresponding 5-nitroso derivative as described in Example 1 obtained as yellow crystals, m.p. 62°-64° C. The latter, 8.3 g, is dissolved in 130 ml of methanol. To the resulting solution, cooled to 10°-15° C. there is added 20 g of Zn dust in small portions along with 25 ml of acetic acid, added dropwise. After the addition is complete, the mixture is stirred at roo... Reactants: C([O-])([O-])=O.[NH4+].[NH4+] (ammonium carbonate), FC1=CC=C(C=C1)C(COCC=C)=O (1-(4-fluorophenyl)-2-(2-propenyloxy)ethanone), [C-]#N.[K+] (potassium cyanide), C([O-])([O-])=O.[NH4+].[NH4+] (ammonium carbonate), C(C)O.O (ethanol water). Run in CCCCCCC.C(C)(=O)OCC (heptane ethyl acetate), O (water). Conditions: temperature 55 celsius. Product: FC1=CC=C(C=C1)C1(NC(NC1=O)=O)COCC=C (4-(4-Fluorophenyl)-4-[(2-propenyloxy)methyl]imidazolidine-2,5-dione). As a reaction SMILES: [F:1][C:2]1[CH:7]=[CH:6][C:5]([C:8](=O)[CH2:9][O:10][CH2:11][CH:12]=[CH2:13])=[CH:4][CH:3]=1.[C-]#N.[K+].[C:18](=[O:21])([O-])[O-].[NH4+:22].[NH4+:23].[CH2:24]([OH:26])C.O>CCCCCCC.C(OCC)(=O)C.O>[F:1][C:2]1[CH:7]=[CH:6][C:5]([C:8]2([CH2:9][O:10][CH2:11][CH:12]=[CH2:13])[C:24](=[O:26])[NH:23][C:18](=[O:21])[NH:22]2)=[CH:4][CH:3]=1 |f:1.2,3.4.5,6.7,8.9|. Procedure details: 1.8 g of 1-(4-fluorophenyl)-2-(2-propenyloxy)ethanone obtained in Step 2, 1.21 g of potassium cyanide and 4.69 g of ammonium carbonate are heated to 55° C. for 2 hours in 50 mL of a 50/50 ethanol/water mixture. While heating the mixture at 55° C. 4.69 g of ammonium carbonate is added 3 times after 1 hour, 4 and 15 hours respectively. The reaction mixture is then diluted with water and extracted with ethyl acetate. The organic solution is dried over sodium sulfate and evaporated to provide the de... Starting materials: CN1CCCC1=O, Cl, O=N[O-], CC1(C)C=C(c2ccc(N)cn2)c2cc(C#N)ccc2O1, [Na+], O. Yields the product CC1(C)C=C(c2ccc(Cl)cn2)c2cc(C#N)ccc2O1. RXN SMILES: [CH3:22][N:23]1[CH2:24][CH2:25][CH2:26][C:27]1=[O:28].[ClH:33].[N:29]([O-:30])=[O:31].[NH2:1][c:2]1[cH:3][cH:4][c:5]([C:8]2=[CH:9][C:10]([CH3:20])([CH3:21])[O:11][c:12]3[c:13]2[cH:14][c:15]([C:18]#[N:19])[cH:16][cH:17]3)[n:6][cH:7]1.[Na+:32].[OH2:34]>>[c:2]1([Cl:33])[cH:3][cH:4][c:5]([C:8]2=[CH:9][C:10]([CH3:20])([CH3:21])[O:11][c:12]3[c:13]2[cH:14][c:15]([C:18]#[N:19])[cH:16][cH:17]3)[n:6][cH:7]1. Yield: 100.5%. Reaction SMILES: [CH:1](=[CH:8][C:9](=[O:11])[CH3:10])[C:2]1[CH:7]=[CH:6][CH:5]=[CH:4][CH:3]=1.[H][H]>CO>[C:2]1([CH2:1][CH2:8][C:9](=[O:11])[CH3:10])[CH:7]=[CH:6][CH:5]=[CH:4][CH:3]=1. The reactants are C(C1=CC=CC=C1)=CC(C)=O (benzalacetone), [H][H] (hydrogen). Yields the product C1(=CC=CC=C1)CCC(C)=O (4-phenylbutanone). Procedure: Activated Ni EnCat (0.26 g, water wet, 20 mol % Ni on substrate) was washed with MeOH three times to remove water and added to benzalacetone (0.148 g, 1 mmol) dissolved in MeOH (4 ml) in a pressure vessel. The vessel was sealed and purged twice with hydrogen then pressurised to 5-6 bar with hydrogen and the contents magnetically stirred at room temperature. Progress of reaction was carried out by GCMS analysis. After 24 h the hydrogen was vented and the Ni EnCat beads removed by filtration. The ... Run in CO (MeOH).